Dataset: the Open Reaction Database (ORD), a public repository of structured organic reaction records. Task: describe an organic reaction: reactants, conditions, products, and yield Reaction SMILES: C(N1[CH:12]=[CH:11]N=C1)(N1C=CN=C1)=O.[NH2:13][C:14]1[CH2:20][N:19]=[C:18]([C:21]2[C:26]([F:27])=[CH:25][CH:24]=[CH:23][C:22]=2[F:28])[C:17]2[CH:29]=[C:30]([N+:33]([O-:35])=[O:34])[CH:31]=[CH:32][C:16]=2[N:15]=1.[O:36]1[CH2:40][CH2:39][CH2:38][CH2:37]1.CN(C)C=O>>[N+:33]([C:30]1[CH:31]=[CH:32][C:16]2[N:15]3[C:39]([CH2:40][CH2:11][CH3:12])=[CH:38][C:37](=[O:36])[N:13]=[C:14]3[CH2:20][N:19]=[C:18]([C:21]3[C:26]([F:27])=[CH:25][CH:24]=[CH:23][C:22]=3[F:28])[C:17]=2[CH:29]=1)([O-:35])=[O:34] |f:2.3|. Procedure details: In the manner given in Example 16, carbonyldiimidazole, p-hexynoic acid and 2-amino-7-nitro-5-(2,6-difluorophenyl)-3H-1,4-benzodiazepine were stirred in tetrahydrofuran-dimethylformamide to give 9-nitro-1-propyl-7-(2,6-difluorophenyl)pyrimido[1,2-a][1,4]benzodiazepin-3(5H)-one. Product: [N+](=O)([O-])C=1C=CC2=C(C(=NCC=3N2C(=CC(N3)=O)CCC)C3=C(C=CC=C3F)F)C1 (9-nitro-1-propyl-7-(2,6-difluorophenyl)pyrimido[1,2-a][1,4]benzodiazepin-3(5H)-one). Starting materials: C(=O)(N1C=NC=C1)N1C=NC=C1 (carbonyldiimidazole), O1CCCC1.CN(C=O)C (tetrahydrofuran dimethylformamide), p-hexynoic acid, NC1=NC2=C(C(=NC1)C1=C(C=CC=C1F)F)C=C(C=C2)[N+](=O)[O-] (2-amino-7-nitro-5-(2,6-difluorophenyl)-3H-1,4-benzodiazepine).